From a dataset of the Open Reaction Database (ORD), a public repository of structured organic reaction records. describe an organic reaction: reactants, conditions, products, and yield Starting materials: [Br-], CCCCCCCCCCCCCC[N+](C)(C)C, Cc1ccccc1, Cc1cc(C)cc(CCl)c1, CC(C)C=O, [I-], [K+], [Na+], C1CCOC1, [OH-]. Yields the product Cc1cc(C)cc(CC(C)(C)C=O)c1. As a reaction SMILES: [Br-:20].[CH2:21]([N+:22]([CH3:23])([CH3:24])[CH3:25])[CH2:26][CH2:27][CH2:28][CH2:29][CH2:30][CH2:31][CH2:32][CH2:33][CH2:34][CH2:35][CH2:36][CH2:37][CH3:38].[CH3:39][c:40]1[cH:41][cH:42][cH:43][cH:44][cH:45]1.[CH3:5][c:6]1[cH:7][c:8]([CH2:9][Cl:10])[cH:11][c:12]([CH3:14])[cH:13]1.[CH:15]([CH:16]([CH3:17])[CH3:18])=[O:19].[I-:4].[K+:3].[Na+:2].[O:46]1[CH2:47][CH2:48][CH2:49][CH2:50]1.[OH-:1]>>[CH3:5][c:6]1[cH:7][c:8]([CH2:9][C:16]([CH:15]=[O:19])([CH3:17])[CH3:18])[cH:11][c:12]([CH3:14])[cH:13]1. Starting materials: COC(=O)c1cc(C(=O)O)nc2ccccc12, CCOC(=O)N1CCN(C(=O)C(N)CCC(=O)OC(C)(C)C)CC1, C1CCOC1, CCN=C=NCCCN(C)C, CCOC(C)=O, On1nnc2ccccc21. The product is CCOC(=O)N1CCN(C(=O)C(CCC(=O)OC(C)(C)C)NC(=O)c2cc(C(=O)OC)c3ccccc3n2)CC1. As a reaction SMILES: [C:1](=[O:2])([OH:3])[c:4]1[n:5][c:6]2[cH:7][cH:8][cH:9][cH:10][c:11]2[c:12]([C:14](=[O:15])[O:16][CH3:17])[cH:13]1.[CH2:18]([CH3:19])[O:20][C:21](=[O:22])[N:23]1[CH2:24][CH2:25][N:26]([C:29](=[O:30])[CH:31]([CH2:32][CH2:33][C:34](=[O:35])[O:36][C:37]([CH3:38])([CH3:39])[CH3:40])[NH2:41])[CH2:27][CH2:28]1.[CH2:63]1[O:64][CH2:65][CH2:66][CH2:67]1.[CH3:42][CH2:43][N:44]=[C:45]=[N:46][CH2:47][CH2:48][CH2:49][N:50]([CH3:51])[CH3:52].[CH3:68][CH2:69][O:70][C:71](=[O:72])[CH3:73].[OH:53][n:54]1[c:55]2[c:56]([cH:57][cH:58][cH:59][cH:60]2)[n:61][n:62]1>>[C:1](=[O:3])([c:4]1[n:5][c:6]2[cH:7][cH:8][cH:9][cH:10][c:11]2[c:12]([C:14](=[O:15])[O:16][CH3:17])[cH:13]1)[NH:41][CH:31]([C:29]([N:26]1[CH2:25][CH2:24][N:23]([C:21]([O:20][CH2:18][CH3:19])=[O:22])[CH2:28][CH2:27]1)=[O:30])[CH2:32][CH2:33][C:34](=[O:35])[O:36][C:37]([CH3:38])([CH3:39])[CH3:40]. Run at time 27.5 minute. RXN SMILES: C[O-].[Na+].[CH2:4]([N:6]([CH2:32][CH3:33])[CH2:7][CH2:8][S:9][C:10]1[CH:15]=[CH:14][C:13](/[CH:16]=[CH:17]/[C:18](OC)=[O:19])=[CH:12][C:11]=1[NH:22][CH2:23][CH2:24][CH2:25][C:26]1[CH:31]=[CH:30][CH:29]=[CH:28][CH:27]=1)[CH3:5].[OH:34][NH:35]Cl.Cl.CO>CO>[CH2:4]([N:6]([CH2:32][CH3:33])[CH2:7][CH2:8][S:9][C:10]1[CH:15]=[CH:14][C:13](/[CH:16]=[CH:17]/[C:18]([NH:35][OH:34])=[O:19])=[CH:12][C:11]=1[NH:22][CH2:23][CH2:24][CH2:25][C:26]1[CH:31]=[CH:30][CH:29]=[CH:28][CH:27]=1)[CH3:5] |f:0.1,4.5|. Starting materials: C[O-].[Na+] (sodium methoxide), C(C)N(CCSC1=C(C=C(C=C1)/C=C/C(=O)OC)NCCCC1=CC=CC=C1)CC ((E)-methyl 3-(4-(2-(diethylamino)ethylthio)-3-(3-phenylpropylamino)phenyl)acrylate), ONCl (hydroxylamino hydrochloride), Cl.CO (HCl MeOH). Run in CO (methanol). Reported procedure: Under stirring, sodium methoxide (30% in methanol; 2.72 g, 15.1 mmol) was added to a methanol (1.6 mL) solution of (E)-methyl 3-(4-(2-(diethylamino)ethylthio)-3-(3-phenylpropylamino)phenyl)acrylate (229 mg, 0.54 mmol) and hydroxylamino hydrochloride (750 mg, 10.8 mmol). The resulted mixture was kept at room temperature for 5-50 min, then a pre-cooled HCl-MeOH solution was added and pH was adjusted to 7. Solvent was removed under reduced pressure. The product was purified by chromatography. 5 mg ... The yield is 2.2%. Yields the product C(C)N(CCSC1=C(C=C(C=C1)/C=C/C(=O)NO)NCCCC1=CC=CC=C1)CC ((E)-3-(4-(2-(diethylamino)ethylthio)-3-(3-phenylpropylamino)-phenyl)-N-hydroxy-acrylamide). Starting materials: COC(=O)C1CN2CC1C(OC)(OC)C2, C1CCOC1, CC(C)[N-]C(C)C, ClCCl, Ic1cnccn1, [Li+], O. The product is COC(=O)C1(c2cnccn2)CN2CC1C(OC)(OC)C2. Reaction SMILES: [C:9](=[O:10])([O:11][CH3:12])[CH:13]1[CH2:14][N:15]2[CH2:16][C:17]([O:20][CH3:21])([O:22][CH3:23])[CH:18]1[CH2:19]2.[CH2:32]1[O:33][CH2:34][CH2:35][CH2:36]1.[CH:1]([N-:2][CH:3]([CH3:4])[CH3:5])([CH3:6])[CH3:7].[Cl:37][CH2:38][Cl:39].[I:24][c:25]1[n:26][cH:27][cH:28][n:29][cH:30]1.[Li+:8].[OH2:31]>>[C:9](=[O:10])([O:11][CH3:12])[C:13]1([c:25]2[n:26][cH:27][cH:28][n:29][cH:30]2)[CH2:14][N:15]2[CH2:16][C:17]([O:20][CH3:21])([O:22][CH3:23])[CH:18]1[CH2:19]2. Reported procedure: 3-p-methoxyphenyl-5(S)-[(4-p-chlorophenoxypiperidino)methyl]-2-oxazolidinone (hydrochloride), m.p. 249°-251°; [α]D =-29.9° (DMSO); Reaction SMILES: COC1C=CC(N2C[C@H](C[N:15]3[CH2:20][CH2:19][CH:18]([O:21][C:22]4[CH:27]=[CH:26][C:25]([Cl:28])=[CH:24][CH:23]=4)[CH2:17][CH2:16]3)OC2=O)=CC=1>CS(C)=O>[Cl:28][C:25]1[CH:26]=[CH:27][C:22]([O:21][CH:18]2[CH2:17][CH2:16][NH:15][CH2:20][CH2:19]2)=[CH:23][CH:24]=1. The product is ClC1=CC=C(OC2CCNCC2)C=C1 (4-(p-chlorophenoxy)piperidine). The reactants are COC1=CC=C(C=C1)N1C(O[C@H](C1)CN1CCC(CC1)OC1=CC=C(C=C1)Cl)=O (3-p-methoxyphenyl-5(S)-[(4-p-chlorophenoxypiperidino)methyl]-2-oxazolidinone). The solvent is CS(=O)C (DMSO). The reactants are CN(C)C=O, Cl, N#CCS(=O)(=O)CCC(F)(F)F, [H-], FC(F)(F)C(F)(F)C(F)(F)CCI, [Na+]. The product is N#CC(CCC(F)(F)C(F)(F)C(F)(F)F)S(=O)(=O)CCC(F)(F)F. As a reaction SMILES: [CH3:29][N:30]([CH3:31])[CH:32]=[O:33].[ClH:28].[F:14][C:15]([CH2:16][CH2:17][S:18](=[O:19])(=[O:20])[CH2:21][C:22]#[N:23])([F:24])[F:25].[H-:26].[I:1][CH2:2][CH2:3][C:4]([C:5]([C:6]([F:7])([F:8])[F:9])([F:10])[F:11])([F:12])[F:13].[Na+:27]>>[CH2:2]([CH2:3][C:4]([C:5]([C:6]([F:7])([F:8])[F:9])([F:10])[F:11])([F:12])[F:13])[CH:21]([S:18]([CH2:17][CH2:16][C:15]([F:14])([F:24])[F:25])(=[O:19])=[O:20])[C:22]#[N:23]. The reactants are COC=1C=CC(=C(C=O)C1)[N+](=O)[O-] (5-methoxy-2-nitro-benzaldehyde), S(=O)(=O)(C1=CC=C(C)C=C1)C[N+]#[C-] (tosylmethyl-isocyanide), C([O-])([O-])=O.[K+].[K+] (potassium carbonate). Run in CO (methanol). Conditions: time 4 hour. Product: COC=1C=CC(=C(C1)C1=CN=CO1)[N+](=O)[O-] (5-(5-methoxy-2-nitrophenyl)oxazole). RXN SMILES: [CH3:1][O:2][C:3]1[CH:4]=[CH:5][C:6]([N+:11]([O-:13])=[O:12])=[C:7]([CH:10]=1)[CH:8]=[O:9].S([CH2:24][N+:25]#[C-:26])(C1C=CC(C)=CC=1)(=O)=O.C(=O)([O-])[O-].[K+].[K+]>CO>[CH3:1][O:2][C:3]1[CH:4]=[CH:5][C:6]([N+:11]([O-:13])=[O:12])=[C:7]([C:8]2[O:9][CH:26]=[N:25][CH:24]=2)[CH:10]=1 |f:2.3.4|. Procedure: A suspension of 5-methoxy-2-nitro-benzaldehyde (3.5 g, 19.3 mmol), tosylmethyl-isocyanide (4.5 g, 23.05 mmol) and potassium carbonate (6.7 g, 48.5 mmol) in methanol (40 mL) was stirred at room temperature for 4 h. The resulting red-orange suspension was concentrated and the residue diluted with ethyl acetate. The mixture was partitioned between ethyl acetate and water. The organic phase was separated and washed with brine, dried over anhydrous magnesium sulfate, filtered, and concentrated to aff... Starting materials: [OH-].[Na+] (sodium hydroxide), ClCC=1C=NC2=CC=C(C=C2C1Cl)Cl (3-chloromethyl-4,6-dichloroquinoline), O (water), ClC1=C(C=CC(=C1)Cl)C(CN1C=NC=C1)O (1-(2,4-dichlorophenyl)-2-(1H-imidazol-1-yl)ethanol). The reagents and catalysts are [Cl-].C(C1=CC=CC=C1)[N+](C)(C)C (benzyltrimethylammonium chloride). The solvent is O1CCCC1 (tetrahydrofuran), O1CCCC1 (tetrahydrofuran). Conditions: time 3 hour. Yields the product Cl.ClC1=C(C=NC2=CC=C(C=C12)Cl)COC(CN1C=NC=C1)C1=C(C=C(C=C1)Cl)Cl (4,6-Dichloro-3-[[1-(2,4-dichlorophenyl)-2-(1H-imidazol-1-yl)ethoxy]methyl]quinoline, hydrochloride). Reaction SMILES: [OH-].[Na+].O.[Cl:4][C:5]1[CH:10]=[C:9]([Cl:11])[CH:8]=[CH:7][C:6]=1[CH:12]([OH:19])[CH2:13][N:14]1[CH:18]=[CH:17][N:16]=[CH:15]1.Cl[CH2:21][C:22]1[CH:23]=[N:24][C:25]2[C:30]([C:31]=1[Cl:32])=[CH:29][C:28]([Cl:33])=[CH:27][CH:26]=2>[Cl-].C([N+](C)(C)C)C1C=CC=CC=1.O1CCCC1>[ClH:4].[Cl:32][C:31]1[C:30]2[C:25](=[CH:26][CH:27]=[C:28]([Cl:33])[CH:29]=2)[N:24]=[CH:23][C:22]=1[CH2:21][O:19][CH:12]([C:6]1[CH:7]=[CH:8][C:9]([Cl:11])=[CH:10][C:5]=1[Cl:4])[CH2:13][N:14]1[CH:18]=[CH:17][N:16]=[CH:15]1 |f:0.1,5.6,8.9|. Procedure: In a three necked flask, fitted with stirrer, reflux condenser and gas inlet tube are introduced 14.8 g. of sodium hydroxide (0.37 mol.) and 25 ml. of water. While passing nitrogen through the flask, the solution is cooled to 45° and then are added 3.85 g. of 1-(2,4-dichlorophenyl)-2-(1H-imidazol-1-yl)ethanol (0.015 mol.), [prepared according to J. Med. Chem., Vol. 12, 784 (1969)], 0.25 g. of benzyltrimethylammonium chloride and 25 ml. of tetrahydrofuran. To the mixture, which is warmed to 50°, ... Reactants: C[O-].[Na+] (sodium methoxide), CO (methanol), ClC1=CC=CC(=N1)OCC1=C(C=CC=C1)\C(\C(=O)NC)=N/OC ((E)-2-[2-(6-chloropyridin-2-yloxymethyl)phenyl]-2-methoxyimino-N-methylacetamide), Cl (hydrochloric acid). The solvent is O (water). Run at time 4 hour. The product is COC1=CC=CC(=N1)OCC1=C(C=CC=C1)\C(\C(=O)NC)=N/OC ((E)-2-[2-(6-methoxypyridin-2-yloxymethyl)phenyl]-2-methoxyimino-N-methylacetamide). Reaction SMILES: [CH3:1][O-:2].[Na+].CO.Cl[C:7]1[N:12]=[C:11]([O:13][CH2:14][C:15]2[CH:20]=[CH:19][CH:18]=[CH:17][C:16]=2/[C:21](=[N:26]\[O:27][CH3:28])/[C:22]([NH:24][CH3:25])=[O:23])[CH:10]=[CH:9][CH:8]=1.Cl>O>[CH3:1][O:2][C:7]1[N:12]=[C:11]([O:13][CH2:14][C:15]2[CH:20]=[CH:19][CH:18]=[CH:17][C:16]=2/[C:21](=[N:26]\[O:27][CH3:28])/[C:22]([NH:24][CH3:25])=[O:23])[CH:10]=[CH:9][CH:8]=1 |f:0.1|. Procedure: 28% sodium methoxide--methanol solution (1.16 g) was added to (E)-2-[2-(6-chloropyridin-2-yloxymethyl)phenyl]-2-methoxyimino-N-methylacetamide (400 mg), and the mixture was heated under reflux with stirring for 4 hours. The mixture was neutralized with 1N hydrochloric acid, and water was added. The mixture was extracted with ethyl acetate. The organic layer was washed with saturated brine and dried, and the solvent was evaporated. The resulting oil was purified by column chromatography on silica...